Dataset: the Open Reaction Database (ORD), a public repository of structured organic reaction records. Task: describe an organic reaction: reactants, conditions, products, and yield Starting materials: OC1=CC=CC=2NN=NC21 (Hydroxybenzotriazole), (3S,4R,S) t-Butyl N-(allyloxycarbonyl)-3-amino-4-hydroxy-4-(2-(4-methoxybenzoxazolyl))butanoate, C(CCC)[SnH](CCCC)CCCC (tributyltinhydride), O1C=NC2=C1C=CC=C2 (benzoxazole), N([C@@H](CC1=CC=C(C=C1)OC(C)(C)C)C(=O)N[C@@H](C(C)C)C(=O)N[C@@H](C)C(=O)O)C(=O)C (Ac-Tyr(tBu)-Val-Ala-OH), Cl.C(C)N=C=NCCCN(C)C (1-Ethyl-3-[3-(dimethylamino)propyl]carbodiimide hydrochloride), O1C=NC2=C1C=CC=C2 (benzoxazole). The reagents and catalysts are C1=CC=C(C=C1)P(C2=CC=CC=C2)C3=CC=CC=C3.C1=CC=C(C=C1)P(C2=CC=CC=C2)C3=CC=CC=C3.Cl[Pd]Cl (bis(triphenylphosphine)palladium (II) chloride). Solvent: C(C)(=O)OCC (ethyl acetate), C(Cl)Cl (CH2Cl2), C(Cl)Cl (methylene chloride), CN(C)C=O (DMF), C(Cl)Cl.CO (methylene chloride methanol). Run at temperature 0 celsius, time 16.5 hour. The product is COC1=CC=CC2=C1N=CO2 (4-Methoxybenzoxazole). Isolated yield 94.0%. RXN SMILES: [O:1]1[C:5]2[CH:6]=[CH:7][CH:8]=[CH:9][C:4]=2[N:3]=[CH:2]1.N(C(C)=O)[C@H](C(N[C@H](C(N[C@H](C(O)=O)C)=O)C(C)C)=O)CC1C=C[C:16]([O:19]C(C)(C)C)=CC=1.C([SnH](CCCC)CCCC)CCC.OC1C2N=NNC=2C=CC=1.Cl.C(N=C=NCCCN(C)C)C>C(Cl)Cl.CN(C=O)C.C(OCC)(=O)C.C1C=CC(P(C2C=CC=CC=2)C2C=CC=CC=2)=CC=1.C1C=CC(P(C2C=CC=CC=2)C2C=CC=CC=2)=CC=1.Cl[Pd]Cl.C(Cl)Cl.CO>[CH3:16][O:19][C:9]1[C:4]2[N:3]=[CH:2][O:1][C:5]=2[CH:6]=[CH:7][CH:8]=1 |f:4.5,9.10.11,12.13|. Reported procedure: To a suspension of 4-hydroxybenzoxazole (2.00 g, 14.8 mmol) (Musser et al., J. Med. Chem., 30, pp. 62-67 (1987)) in acetone (80.0 ml) was added dried K2CO3 (2.25 g, 16.3 mmol) followed by iodomethane (1.38 ml, 22.2 mmol). The reaction was heated under reflux under N2 for 4.5 h, then filtered and reduced in vacuo to afford the crude product. The resulting residue was purified by flash chromatography (25:75 ethyl acetate/hexane) to give 2.0 g (91) of the title compound as a white crystalline solid... The reactants are COC(C1=C(C=C(C(=C1)[N+](=O)[O-])NC)F)=O (2-Fluoro-4-methylamino-5-nitro-benzoic acid methyl ester), C[O-].[Na+] (sodium methoxide). Solvent: CN(C)C=O (DMF). Yields the product COC(C1=C(C=C(C(=C1)[N+](=O)[O-])NC)OC)=O (2-Methoxy-4-methylamino-5-nitro-benzoic acid methyl ester). Yield: 57.0%. RXN SMILES: [CH3:1][O:2][C:3](=[O:16])[C:4]1[CH:9]=[C:8]([N+:10]([O-:12])=[O:11])[C:7]([NH:13][CH3:14])=[CH:6][C:5]=1F.[CH3:17][O-:18].[Na+]>CN(C=O)C>[CH3:1][O:2][C:3](=[O:16])[C:4]1[CH:9]=[C:8]([N+:10]([O-:12])=[O:11])[C:7]([NH:13][CH3:14])=[CH:6][C:5]=1[O:18][CH3:17] |f:1.2|. Procedure details: 2-Methoxy-4-methylamino-5-nitro-benzoic acid methyl ester (120 mg) was prepared by following General Procedure A starting from 2-Fluoro-4-methylamino-5-nitro-benzoic acid methyl ester (200 mg) and sodium methoxide (190 mg) in DMF. Starting materials: COC(=O)N1CCC(CC1)N1CCC(CC1)N1C(NC2=C1C=CC=C2)=O (1-[1-(1-methoxycarbonylpiperidin-4-yl)piperidin-4-yl]-1,3-dihydro-2H-benzimidazol-2-one), CS(=O)(=O)Cl (methanesulfonyl chloride), COC(=O)N1CCC(CC1)N1CC(C1)N1C(NC2=C1C=CC=C2)=O (1-[1-(1-methoxycarbonylpiperidin-4-yl)-azetidin-3-yl]-1,3-dihydro-2H-benzimidazol-2-one), C(C)(=O)Cl (acetyl chloride). Product: COC(=O)N1CCC(CC1)N1CC(C1)N1C(N(C2=C1C=CC=C2)S(=O)(=O)C)=O (1-[1-(1-methoxycarbonylpiperidin-4-yl)-azetidin-3-yl]-3-(methylsulfonyl)-1,3-dihydro-2H-benzimidazol-2-one). As a reaction SMILES: COC(N1CCC(N2CCC(N3C4C=CC=CC=4NC3=O)CC2)CC1)=O.[CH3:27][O:28][C:29]([N:31]1[CH2:36][CH2:35][CH:34]([N:37]2[CH2:40][CH:39]([N:41]3[C:45]4[CH:46]=[CH:47][CH:48]=[CH:49][C:44]=4[NH:43][C:42]3=[O:50])[CH2:38]2)[CH2:33][CH2:32]1)=[O:30].C(Cl)(=O)C.[CH3:55][S:56](Cl)(=[O:58])=[O:57]>>[CH3:27][O:28][C:29]([N:31]1[CH2:36][CH2:35][CH:34]([N:37]2[CH2:40][CH:39]([N:41]3[C:45]4[CH:46]=[CH:47][CH:48]=[CH:49][C:44]=4[N:43]([S:56]([CH3:55])(=[O:58])=[O:57])[C:42]3=[O:50])[CH2:38]2)[CH2:33][CH2:32]1)=[O:30]. Procedure: Example 12 was repeated except that the 1-[1-(1-methoxycarbonylpiperidin-4-yl)piperidin-4-yl]-1,3-dihydro-2H-benzimidazol-2-one was replaced with 1-[1-(1-methoxycarbonylpiperidin-4-yl)-azetidin-3-yl]-1,3-dihydro-2H-benzimidazol-2-one which was synthesized by the method of Referential Example 4 and that acetyl chloride was replaced with methanesulfonyl chloride. The title compound was obtained which was colorless and amorphous. Starting materials: C(C1=CC=CC=C1)OC([C@@H]1N(C[C@H](C1)F)C(=O)OC(C)(C)C)=O (N-tert-Butoxycarbonyl-(2R,4S)-4-fluoroproline benzyl ester), ( g ). The reagents and catalysts are [Pd] (Pd/C), [Pd] (palladium on carbon). Run in CO (Methanol). Reaction conditions: time 8 hour. Product: C(C)(C)(C)OC(=O)N1[C@H](C(=O)O)C[C@@H](C1)F (N-tert-Butoxycarbonyl-(2S,4S)-4-fluoroproline). The yield is 87.4%. Reaction SMILES: C([O:8][C:9](=[O:23])[C@H:10]1[CH2:14][C@H:13]([F:15])[CH2:12][N:11]1[C:16]([O:18][C:19]([CH3:22])([CH3:21])[CH3:20])=[O:17])C1C=CC=CC=1>[Pd].CO>[C:19]([O:18][C:16]([N:11]1[CH2:12][C@@H:13]([F:15])[CH2:14][C@H:10]1[C:9]([OH:23])=[O:8])=[O:17])([CH3:22])([CH3:20])[CH3:21]. Reported procedure: Methanol (95 mL) was carefully added to a mixture of 11 (2.8 g, 8.7 mmol) and palladium on carbon (10% w/w, 1.0 g, 0.94 mmol Pd) under Ar(g). A balloon filled with H2(g) was affixed to the reaction flask, and the mixture was stirred overnight. After 24 h, unreacted starting material remained, so an additional 0.95 g (0.89 mmol Pd) of Pd/C were added and a fresh balloon filled with H2(g) was placed on the flask. After stirring overnight, TLC indicated reaction had gone to completion, and the mixt... Reactants: O=C([O-])[O-], COc1ccccc1O, CC(C)=O, COC(=O)c1cc(OCCOC2CCCCO2)c(Cl)c([N+](=O)[O-])c1, [K+], [K+]. Yields the product COC(=O)c1cc(OCCOC2CCCCO2)c(Oc2ccccc2OC)c([N+](=O)[O-])c1. Reaction SMILES: [C:25](=[O:26])([O-:27])[O-:28].[CH3:31][O:32][c:33]1[cH:34][cH:35][cH:36][cH:37][c:38]1[OH:39].[CH3:40][C:41](=[O:42])[CH3:43].[Cl:1][c:2]1[c:3]([N+:22](=[O:23])[O-:24])[cH:4][c:5]([C:6](=[O:7])[O:8][CH3:9])[cH:10][c:11]1[O:12][CH2:13][CH2:14][O:15][CH:16]1[O:17][CH2:18][CH2:19][CH2:20][CH2:21]1.[K+:29].[K+:30]>>[c:2]1([O:39][c:38]2[c:33]([O:32][CH3:31])[cH:34][cH:35][cH:36][cH:37]2)[c:3]([N+:22](=[O:23])[O-:24])[cH:4][c:5]([C:6](=[O:7])[O:8][CH3:9])[cH:10][c:11]1[O:12][CH2:13][CH2:14][O:15][CH:16]1[O:17][CH2:18][CH2:19][CH2:20][CH2:21]1. Reactants: CCC(C)(O)CC, COc1ccc(OC2CCN(C(C)(C)CCC(C#N)(c3ccccc3)c3ccccc3)C2)cc1Cl, [K+], [OH-]. Product: COc1ccc(OC2CCN(C(C)(C)CCC(C(N)=O)(c3ccccc3)c3ccccc3)C2)cc1Cl. RXN SMILES: [CH3:38][C:39]([OH:40])([CH2:41][CH3:42])[CH2:43][CH3:44].[Cl:3][c:4]1[cH:5][c:6]([O:7][CH:8]2[CH2:9][N:10]([C:13]([CH2:14][CH2:15][C:16]([C:17]#[N:18])([c:19]3[cH:20][cH:21][cH:22][cH:23][cH:24]3)[c:25]3[cH:26][cH:27][cH:28][cH:29][cH:30]3)([CH3:31])[CH3:32])[CH2:11][CH2:12]2)[cH:33][cH:34][c:35]1[O:36][CH3:37].[K+:2].[OH-:1]>>[O:1]=[C:17]([C:16]([CH2:15][CH2:14][C:13]([N:10]1[CH2:9][CH:8]([O:7][c:6]2[cH:5][c:4]([Cl:3])[c:35]([O:36][CH3:37])[cH:34][cH:33]2)[CH2:12][CH2:11]1)([CH3:31])[CH3:32])([c:19]1[cH:20][cH:21][cH:22][cH:23][cH:24]1)[c:25]1[cH:26][cH:27][cH:28][cH:29][cH:30]1)[NH2:18].